Dataset: the Open Reaction Database (ORD), a public repository of structured organic reaction records. Task: describe an organic reaction: reactants, conditions, products, and yield The reactants are COc1ccc(CN(Cc2ccc(-c3ccnc(Cl)n3)s2)C(=O)c2ccccc2)cc1, ClCCl, O=C(O)C(F)(F)F. The product is O=C(NCc1ccc(-c2ccnc(Cl)n2)s1)c1ccccc1. Reaction SMILES: [Cl:1][c:2]1[n:3][cH:4][cH:5][c:6](-[c:8]2[cH:9][cH:10][c:11]([CH2:13][N:14]([C:15]([c:16]3[cH:17][cH:18][cH:19][cH:20][cH:21]3)=[O:22])[CH2:23][c:24]3[cH:25][cH:26][c:27]([O:28][CH3:29])[cH:30][cH:31]3)[s:12]2)[n:7]1.[Cl:39][CH2:40][Cl:41].[OH:32][C:33]([C:34]([F:35])([F:36])[F:37])=[O:38]>>[Cl:1][c:2]1[n:3][cH:4][cH:5][c:6](-[c:8]2[cH:9][cH:10][c:11]([CH2:13][NH:14][C:15]([c:16]3[cH:17][cH:18][cH:19][cH:20][cH:21]3)=[O:22])[s:12]2)[n:7]1. The reactants are [Si](C)(C)(C(C)(C)C)Cl (tert-butyldimethylsilyl chloride), CCCCCC (hexane), CCCCCC (hexane), ClC1=C(C=CC=C1)CNO (N-(2-chlorophenyl)methylhydroxylamine), N1C=NC=C1 (imidazole). Solvent: CN(C=O)C (dimethylformamide), CN(C=O)C (dimethylformamide). Conditions: time 18 hour. Yields the product ClC1=C(C=CC=C1)CNO[Si](C(C)(C)C)(C)C ([(2-chlorophenyl)methyl]-[dimethyl(1,1-dimethylethyl)silyloxy]amine). Isolated yield 59.6%. As a reaction SMILES: [Cl:1][C:2]1[CH:7]=[CH:6][CH:5]=[CH:4][C:3]=1[CH2:8][NH:9][OH:10].N1C=CN=C1.[Si:16](Cl)([C:19]([CH3:22])([CH3:21])[CH3:20])([CH3:18])[CH3:17].CCCCCC>CN(C)C=O>[Cl:1][C:2]1[CH:7]=[CH:6][CH:5]=[CH:4][C:3]=1[CH2:8][NH:9][O:10][Si:16]([CH3:18])([CH3:17])[C:19]([CH3:22])([CH3:21])[CH3:20]. Procedure: A stirred solution of 10.0 grams (0.063 mole) of N-(2-chlorophenyl)methylhydroxylamine (Example 1, Step A-2) and 12.9 grams (0.19 mole) of imidazole in 50 ml of dry dimethylformamide was cooled in an ice-water bath. To this stirred solution was added dropwise during a 20 minute period 10.6 grams (0.07 mole) of tert-butyldimethylsilyl chloride in 25 ml of dry dimethylformamide. During the addition the reaction mixture temperature was maintained at 5°. Upon completion of addition the reaction mixt... The reactants are ClC1=CC(=C(C=C1)SCC1=CC=C(C(=O)O)C=C1)NS(=O)(=O)C1=CC(=C(C=C1)Cl)C(F)(F)F (4-({[4-chloro-2-({[4-chloro-3-(trifluoromethyl)phenyl]sulfonyl}amino)phenyl]sulfanyl}methyl)benzoic acid), C(C)(C)(C)OC(CN)=O (glycine t-butyl ester), CN1CCOCC1 (4-methyl morpholine), C(CCl)Cl (EDC). The solvent is CN(C)C=O (DMF). Reaction conditions: time 8 hour. Yields the product C(C)(C)(C)OC(CNC(=O)C1=CC=C(C=C1)CSC1=C(C=C(C=C1)Cl)NS(=O)(=O)C1=CC(=C(C=C1)Cl)C(F)(F)F)=O (tert-butyl({[4-({[4-chloro-2-({[4-chloro-3-(trifluoromethyl)phenyl]sulfonyl}amino)phenyl]sulfanyl}methyl)phenyl]carbonyl}amino)acetate). The yield is 78.7%. As a reaction SMILES: [Cl:1][C:2]1[CH:7]=[CH:6][C:5]([S:8][CH2:9][C:10]2[CH:18]=[CH:17][C:13]([C:14]([OH:16])=O)=[CH:12][CH:11]=2)=[C:4]([NH:19][S:20]([C:23]2[CH:28]=[CH:27][C:26]([Cl:29])=[C:25]([C:30]([F:33])([F:32])[F:31])[CH:24]=2)(=[O:22])=[O:21])[CH:3]=1.[C:34]([O:38][C:39](=[O:42])[CH2:40][NH2:41])([CH3:37])([CH3:36])[CH3:35].CN1CCOCC1.C(Cl)CCl>CN(C=O)C>[C:34]([O:38][C:39](=[O:42])[CH2:40][NH:41][C:14]([C:13]1[CH:17]=[CH:18][C:10]([CH2:9][S:8][C:5]2[CH:6]=[CH:7][C:2]([Cl:1])=[CH:3][C:4]=2[NH:19][S:20]([C:23]2[CH:28]=[CH:27][C:26]([Cl:29])=[C:25]([C:30]([F:32])([F:31])[F:33])[CH:24]=2)(=[O:22])=[O:21])=[CH:11][CH:12]=1)=[O:16])([CH3:37])([CH3:36])[CH3:35]. Reported procedure: A mixture of 4-({[4-chloro-2-({[4-chloro-3-(trifluoromethyl)phenyl]sulfonyl}amino)phenyl]sulfanyl}methyl)benzoic acid (98 mg, 0.18 mmol), glycine t-butyl ester (36 mg, 0.27 mmol), 4-methyl morpholine (60 μl, 0.55 mmol) and EDC (53 mg, 0.27 mmol) in DMF (3 ml) was stirred at room temperature overnight. The reaction was quenched with water and extracted with EtOAc (2×5 ml). The combined organic layer was washed with brine, dried over Na2SO4, and concentrated in vacuo. The residue was purified by f... Reactants: c1cc2c(cc1Cl)[C@@](OC(=O)N2)(C#CC3CC3)C(F)(F)F, C1CCNCC1. The reagents and catalysts are [O-]P(=O)([O-])[O-].[K+].[K+].[K+], [Cu]I, Cc1cccc(c1NC(=O)C(=O)O)C. Run in CS(=O)C, CS(=O)C. Conditions: temperature 80 celsius, time 18 hour. Product: c1cc2c(cc1N3CCCCC3)C(OC(=O)N2)(C#CC4CC4)C(F)(F)F. Isolated yield 0.0%. Starting materials: C1CCOC1 (THF), N(=[N+]=[N-])C(C)C=1OC2=C(C1)C=C(C=C2)C(=O)OCC (ethyl 2-(1-azidoethyl)-1-benzofuran-5-carboxylate), C(C)(=O)OC(C)=O (acetic anhydride), C1(=CC=CC=C1)P(C1=CC=CC=C1)C1=CC=CC=C1 (triphenylphosphine). The solvent is O (water), C(C)(=O)OCC (ethyl acetate). Yields the product C(C)(=O)NC(C)C=1OC2=C(C1)C=C(C=C2)C(=O)OCC (ethyl 2-[1-(acetylamino)ethyl]-1-benzofuran-5-carboxylate). The yield is 53.0%. As a reaction SMILES: [N:1]([CH:4]([C:6]1[O:7][C:8]2[CH:14]=[CH:13][C:12]([C:15]([O:17][CH2:18][CH3:19])=[O:16])=[CH:11][C:9]=2[CH:10]=1)[CH3:5])=[N+]=[N-].C1C[O:23][CH2:22][CH2:21]1.C1(P(C2C=CC=CC=2)C2C=CC=CC=2)C=CC=CC=1.C(OC(=O)C)(=O)C>C(OCC)(=O)C.O>[C:22]([NH:1][CH:4]([C:6]1[O:7][C:8]2[CH:14]=[CH:13][C:12]([C:15]([O:17][CH2:18][CH3:19])=[O:16])=[CH:11][C:9]=2[CH:10]=1)[CH3:5])(=[O:23])[CH3:21]. Procedure: Using ethyl 2-(1-azidoethyl)-1-benzofuran-5-carboxylate (4.34 g, 16.7 mmol) obtained in Reference Example 88, THF (17 mL), water (1.7 mL); triphenylphosphine (6.58 g, 25.1 mmol), ethyl acetate (5 mL) and acetic anhydride (2.4 mL, 25.1 mmol), an operation in the same manner as in Reference Example 37 was performed to give the title compound (2.42 g, yield 53%). The reactants are C(C)(=O)NC(C(=O)OCC)C(CBr)=O (ethyl α-acetamido-β-oxo-γ-bromobutyrate), C(C)(=O)NC(=S)N (N-acetylthiourea), C(C)O (ethanol), CCOCC (ether). Run in N1=CC=CC=C1 (pyridine). Product: C(C)(=O)NC(C(=O)OCC)C=1N=C(SC1)NC(C)=O (ethyl α-acetamido-2-acetamidothiazol-4-ylacetate). RXN SMILES: [C:1]([NH:4][CH:5]([C:11](=O)[CH2:12]Br)[C:6]([O:8][CH2:9][CH3:10])=[O:7])(=[O:3])[CH3:2].C(O)C.CCOCC.[C:23]([NH:26][C:27]([NH2:29])=[S:28])(=[O:25])[CH3:24]>N1C=CC=CC=1>[C:1]([NH:4][CH:5]([C:11]1[N:29]=[C:27]([NH:26][C:23](=[O:25])[CH3:24])[S:28][CH:12]=1)[C:6]([O:8][CH2:9][CH3:10])=[O:7])(=[O:3])[CH3:2]. Procedure: To a solution of 34.6 g. of ethyl α-acetamido-β-oxo-γ-bromobutyrate in a mixture of 50 ml. of ethanol and 20 ml. of ether are added 18.9 g. of N-acetylthiourea and 15 ml. of pyridine. The mixture is heated under reflux for 4 hours, and condensed under reduced pressure. The condensate is extracted with ethyl acetate and the extract is washed with 5% aq. NaHCO3, then with water, and dried. The oily substance which is obtained from the extract by removal of the solvent is purified by silica gel chr... Reactants: C(C)(C)(C)OC(COC1=C(C=C(C=C1)SCC#C)C)=O ((2-methyl-4-prop-2-ynylsulfanyl-phenoxy)-acetic acid tert-butyl ester), ClC1=CC=C(C=C1)I (1-chloro-4-iodo-benzene). The product is C(C)(C)(C)OC(COC1=C(C=C(C=C1)SCC#CC1=CC=C(C=C1)Cl)C)=O ({4-[3-(4-Chloro-phenyl)-prop-2-ynylsulfanyl]-2-methyl-phenoxy}-acetic acid tert-butyl ester). RXN SMILES: [C:1]([O:5][C:6](=[O:20])[CH2:7][O:8][C:9]1[CH:14]=[CH:13][C:12]([S:15][CH2:16][C:17]#[CH:18])=[CH:11][C:10]=1[CH3:19])([CH3:4])([CH3:3])[CH3:2].[Cl:21][C:22]1[CH:27]=[CH:26][C:25](I)=[CH:24][CH:23]=1>>[C:1]([O:5][C:6](=[O:20])[CH2:7][O:8][C:9]1[CH:14]=[CH:13][C:12]([S:15][CH2:16][C:17]#[C:18][C:25]2[CH:26]=[CH:27][C:22]([Cl:21])=[CH:23][CH:24]=2)=[CH:11][C:10]=1[CH3:19])([CH3:4])([CH3:3])[CH3:2]. Procedure details: In analogy to the procedure described in example 5B], (2-methyl-4-prop-2-ynylsulfanyl-phenoxy)-acetic acid tert-butyl ester (example 5A]) and 1-chloro-4-iodo-benzene gave the title compound as a light yellow oil.